This data is from the Open Reaction Database (ORD), a public repository of structured organic reaction records. The task is: describe an organic reaction: reactants, conditions, products, and yield The reactants are C[Si](C)(C)[N-][Si](C)(C)C.[Na+] (sodium bis(trimethylsilyl)amide), COC(CCC1CCN(CC1)C(=O)OC(C)(C)C)=O (3-(N-Boc-piperidine-4-yl)-propionic acid methyl ester), CI (methyl iodide). The solvent is O1CCCC1 (tetrahydrofuran). Conditions: temperature -78 celsius, time 1 hour. Product: COC(C(CC1CCN(CC1)C(=O)OC(C)(C)C)C)=O (2-methyl-3-(N-Boc-piperidine-4-yl)-propionic acid methyl ester). Reaction SMILES: [CH3:1][O:2][C:3](=[O:19])[CH2:4][CH2:5][CH:6]1[CH2:11][CH2:10][N:9]([C:12]([O:14][C:15]([CH3:18])([CH3:17])[CH3:16])=[O:13])[CH2:8][CH2:7]1.[CH3:20][Si]([N-][Si](C)(C)C)(C)C.[Na+].CI>O1CCCC1>[CH3:1][O:2][C:3](=[O:19])[CH:4]([CH3:20])[CH2:5][CH:6]1[CH2:11][CH2:10][N:9]([C:12]([O:14][C:15]([CH3:16])([CH3:18])[CH3:17])=[O:13])[CH2:8][CH2:7]1 |f:1.2|. Procedure details: 3-(N-Boc-piperidine-4-yl)-propionic acid methyl ester (2.0 g, 7.38 mmol) from above was dissolved in tetrahydrofuran (50 mL). The solution was cooled to −78° C. and sodium bis(trimethylsilyl)amide (1.0 M, 9.0 mL) was added. The mixture was stirred at −78° C. for 1 hr and methyl iodide (1.2 mL, 19.5 mmol) was added. The mixture was warmed to room temperature and stirred for 2 hrs. The mixture was extracted with ether and washed with dilute hydrochloric acid. The organic layer was dried, filtered ... Reactants: OCC1=CC=C(C=C1)[C@H](C)NC1=NC=CC(=N1)N1C(OC[C@@H]1C(C)C)=O ((S)-3-(2-((S)-1-(4-(hydroxymethyl)phenyl)ethylamino)pyrimidin-4-yl)-4-isopropyloxazolidin-2-one). The reagents and catalysts are [O-2].[O-2].[Mn+4] (manganese dioxide). Solvent: C(Cl)Cl (DCM). Product: C(C)(C)[C@@H]1N(C(OC1)=O)C1=NC(=NC=C1)N[C@@H](C)C1=CC=C(C=O)C=C1 (4-((S)-1-(4-((S)-4-isopropyl-2-oxooxazolidin-3-yl)pyrimidin-2-ylamino)ethyl)benzaldehyde). RXN SMILES: [OH:1][CH2:2][C:3]1[CH:8]=[CH:7][C:6]([C@@H:9]([NH:11][C:12]2[N:17]=[C:16]([N:18]3[C@@H:22]([CH:23]([CH3:25])[CH3:24])[CH2:21][O:20][C:19]3=[O:26])[CH:15]=[CH:14][N:13]=2)[CH3:10])=[CH:5][CH:4]=1>C(Cl)Cl.[O-2].[O-2].[Mn+4]>[CH:23]([C@H:22]1[CH2:21][O:20][C:19](=[O:26])[N:18]1[C:16]1[CH:15]=[CH:14][N:13]=[C:12]([NH:11][C@H:9]([C:6]2[CH:5]=[CH:4][C:3]([CH:2]=[O:1])=[CH:8][CH:7]=2)[CH3:10])[N:17]=1)([CH3:24])[CH3:25] |f:2.3.4|. Procedure: A solution of (S)-3-(2-((S)-1-(4-(hydroxymethyl)phenyl)ethylamino)pyrimidin-4-yl)-4-isopropyloxazolidin-2-one (285 mg, 0.8 mmol) and manganese dioxide (2.78 g, 32 mmol, 40 equiv) in DCM (16 mL) was stirred at room temperature for 30 min. The solution was filtered through a pad of celite and washed with DCM. The filtrated was concentrated and used to next step without further purification. RXN SMILES: [Br:1][c:2]1[cH:3][cH:4][c:5]([NH2:9])[n:6][c:7]1[CH3:8].[CH2:10]=[CH:11][c:12]1[cH:13][cH:14][cH:15][cH:16][cH:17]1.[CH3:33][CH2:34][CH2:35][CH2:36][N+:37]([CH2:38][CH2:39][CH2:40][CH3:41])([CH2:42][CH2:43][CH2:44][CH3:45])[CH2:46][CH2:47][CH2:48][CH3:49].[CH:18]([O-:19])=[O:20].[Cl-:32].[K+:21].[Na+:26].[O-:22][C:23]([OH:24])=[O:25].[O:27]=[CH:28][N:29]([CH3:30])[CH3:31]>>[c:2]1([CH:10]=[CH:11][c:12]2[cH:13][cH:14][cH:15][cH:16][cH:17]2)[cH:3][cH:4][c:5]([NH2:9])[n:6][c:7]1[CH3:8]. The reactants are Cc1nc(N)ccc1Br, C=Cc1ccccc1, CCCC[N+](CCCC)(CCCC)CCCC, O=C[O-], [Cl-], [K+], [Na+], O=C([O-])O, CN(C)C=O. Product: Cc1nc(N)ccc1C=Cc1ccccc1. Starting materials: C(C1=CC=CC=C1)C1(C(NC(S1)=O)=O)S(=O)(=O)C1=CC=C(C=C1)OC (5-Benzyl-5-(4-methoxybenzenesulfonyl)thiazolidine-2,4-dione), BrCC(=O)OC(C)(C)C (t-butyl bromoacetate), C([O-])([O-])=O.[K+].[K+] (potassium carbonate). Run in CC(=O)C (acetone). Run at time 16 hour. Product: t-butyl ester, C(C1=CC=CC=C1)C1(C(N(C(S1)=O)CC(=O)O)=O)S(=O)(=O)C1=CC=C(C=C1)OC (2-[5-Benzyl-5-(4-methoxybenzenesulfonyl)2,4-dioxothiazolidin-3-yl]-acetic acid). Reaction SMILES: [CH2:1]([C:8]1([S:15]([C:18]2[CH:23]=[CH:22][C:21]([O:24][CH3:25])=[CH:20][CH:19]=2)(=[O:17])=[O:16])[S:12][C:11](=[O:13])[NH:10][C:9]1=[O:14])[C:2]1[CH:7]=[CH:6][CH:5]=[CH:4][CH:3]=1.Br[CH2:27][C:28]([O:30]C(C)(C)C)=[O:29].C(=O)([O-])[O-].[K+].[K+]>CC(C)=O>[CH2:1]([C:8]1([S:15]([C:18]2[CH:19]=[CH:20][C:21]([O:24][CH3:25])=[CH:22][CH:23]=2)(=[O:17])=[O:16])[S:12][C:11](=[O:13])[N:10]([CH2:27][C:28]([OH:30])=[O:29])[C:9]1=[O:14])[C:2]1[CH:7]=[CH:6][CH:5]=[CH:4][CH:3]=1 |f:2.3.4|. Procedure: To a solution of 5-Benzyl-5-(4-methoxybenzenesulfonyl)thiazolidine-2,4-dione (Example 6) (0.740 g, 1.96 mmol) in 34.5 mL of acetone was added t-butyl bromoacetate (4.227 g, 21.67 mmol) and potassium carbonate (2.75 g, 19.90 mmol) and the mixture was stirred for 16 h at room temperature under a nitrogen atmosphere. The mixture was filtered and concentrated in vacuo. Column chromatography provided the t-butyl ester of the title compound as a viscous yellow oil. This material was dissolved in 96 mL...